From a dataset of the Open Reaction Database (ORD), a public repository of structured organic reaction records. describe an organic reaction: reactants, conditions, products, and yield Reactants: ClC1=C(C=NC=2N1N=CC2C(=O)OCC)C(=O)N2CCC(CC2)C2=CC=CC=C2 (7-Chloro-3-ethoxycarbonyl-6-(4-phenylpiperidine-1-carbonyl)pyrazolo[1,5-a]pyrimidine), NC1=C2C=CNC2=CC=C1 (4-aminoindole). The product is C(C)OC(=O)C=1C=NN2C1N=CC(=C2NC2=C1C=CNC1=CC=C2)C(=O)N2CCC(CC2)C2=CC=CC=C2 (3-Ethoxycarbonyl-7-(4-indolylamino)-6-(4-phenylpiperidine-1-carbonyl)pyrazolo[1,5-a]pyrimidine). The yield is 98.3%. Reaction SMILES: Cl[C:2]1[N:7]2[N:8]=[CH:9][C:10]([C:11]([O:13][CH2:14][CH3:15])=[O:12])=[C:6]2[N:5]=[CH:4][C:3]=1[C:16]([N:18]1[CH2:23][CH2:22][CH:21]([C:24]2[CH:29]=[CH:28][CH:27]=[CH:26][CH:25]=2)[CH2:20][CH2:19]1)=[O:17].[NH2:30][C:31]1[CH:39]=[CH:38][CH:37]=[C:36]2[C:32]=1[CH:33]=[CH:34][NH:35]2>>[CH2:14]([O:13][C:11]([C:10]1[CH:9]=[N:8][N:7]2[C:2]([NH:30][C:31]3[CH:39]=[CH:38][CH:37]=[C:36]4[C:32]=3[CH:33]=[CH:34][NH:35]4)=[C:3]([C:16]([N:18]3[CH2:23][CH2:22][CH:21]([C:24]4[CH:29]=[CH:28][CH:27]=[CH:26][CH:25]=4)[CH2:20][CH2:19]3)=[O:17])[CH:4]=[N:5][C:6]=12)=[O:12])[CH3:15]. Reported procedure: In the same manner as in Example 19, step 5 and using 7-chloro-3-ethoxycarbonyl-6-(4-phenylpiperidine-1-carbonyl)pyrazolo[1,5-a]pyrimidine (0.20 g, 0.48 mmol) obtained in Example 19, step 4 and 4-aminoindole (0.128 g, 0.97 mmol), the title compound (0.240 g, 98%) was obtained. The reactants are BrC1=C(C=CC=C1)C=1C2=CC=CC=C2C(=C2C=CC=CC12)C1=C(C=CC=C1)Br (9,10-bis(2-bromophenyl)anthracene), C=1(O)C(O)=CC=CC1 (pyrocatechol), BrC1=C2C=CC=CC2=C(C2=CC=CC=C12)C1=CC=C(C2=CC=CC=C12)C=1C2=CC=CC=C2C(=C2C=CC=CC12)Br (1,4-bis(10-bromoanthracen-9-yl)naphthalene), OC(C)(C)C(C)(C)O (pinacol). Product: C1=CC=CC2=CC=CC=C12 (naphthalene). As a reaction SMILES: BrC1C=CC=CC=1[C:8]1[C:9]2[C:14]([C:15](C3C=CC=CC=3Br)=[C:16]3[C:21]=1C=CC=C3)=[CH:13][CH:12]=[CH:11][CH:10]=2.BrC1C2C(=CC=CC=2)C(C2C3C(=CC=CC=3)C(C3C4C(C(Br)=C5C=3C=CC=C5)=CC=CC=4)=CC=2)=C2C=1C=CC=C2.OC(C(O)(C)C)(C)C.C1(C(=CC=CC=1)O)O>>[CH:13]1[C:14]2[C:9](=[CH:8][CH:21]=[CH:16][CH:15]=2)[CH:10]=[CH:11][CH:12]=1. Procedure details: Preparation analogous to Example 3b. Instead of 19.5 g (40 mmol) of 9,10-bis(2-bromophenyl)anthracene, 25.5 g (40 mmol) of 1,4-bis(10-bromoanthracen-9-yl)naphthalene are used, and instead of 10.6 g (90 mmol) of pinacol, 9.9 g (90 mmol) of pyrocatechol are used. Sublimation at p=1×10−5 mbar, T=330° C. Yield: 17.7 g (25 mmol), 61.8% of theory; purity: 99.7% according to 1H-NMR. The reactants are CSC1=NC2=C(CS1)C=CC=C2 (2-methylthio-4H-3,1-benzothiazine), ClC=1C=C(N)C=CC1Cl (3,4-dichloroaniline). Solvent: C(CCC)O (n-butanol). Product: ClC=1C=C(NC2=NC3=C(CS2)C=CC=C3)C=CC1Cl (2-(3,4-Dichloroanilino)-4H-3,1-benzothiazine). The yield is 43.7%. As a reaction SMILES: CS[C:3]1[S:8][CH2:7][C:6]2[CH:9]=[CH:10][CH:11]=[CH:12][C:5]=2[N:4]=1.[Cl:13][C:14]1[CH:15]=[C:16]([CH:18]=[CH:19][C:20]=1[Cl:21])[NH2:17]>C(O)CCC>[Cl:13][C:14]1[CH:15]=[C:16]([CH:18]=[CH:19][C:20]=1[Cl:21])[NH:17][C:3]1[S:8][CH2:7][C:6]2[CH:9]=[CH:10][CH:11]=[CH:12][C:5]=2[N:4]=1. Reported procedure: A mixture of 2-methylthio-4H-3,1-benzothiazine (39 g, 0.20 mole) and 3,4-dichloroaniline (32.4 g, 0.20 mole) in n-butanol (150 ml) was refluxed overnight. After cooling in ice, the solid was collected by filtration and recrystallized from ethanol to give 27 g (43.8%) of product. Recrystallization from ethanol gave analytical sample m.p. 207°-208°. The reactants are O (water), BrCCOC1=CC=C(C=C1)CC(C(=O)OCC)OCC (Ethyl 3-[4-(2-bromoethoxy)phenyl]-2-ethoxypropanoate), FC(C=1NC2=C(N1)C=CC=C2)(F)F (2-trifluoromethyl benzimidazole), C(=O)([O-])[O-].[K+].[K+] (K2CO3). Solvent: CN(C)C=O (DMF). Conditions: temperature 60 celsius. Product: C(C)OC(C(=O)OCC)CC1=CC=C(C=C1)OCCN1C(=NC2=C1C=CC=C2)C(F)(F)F (ethyl 2-ethoxy-3-(4-{2-[2-(trifluoromethyl)-1H-benzimidazol-1-yl]ethoxy}phenyl)propanoate). As a reaction SMILES: Br[CH2:2][CH2:3][O:4][C:5]1[CH:10]=[CH:9][C:8]([CH2:11][CH:12]([O:18][CH2:19][CH3:20])[C:13]([O:15][CH2:16][CH3:17])=[O:14])=[CH:7][CH:6]=1.C([O-])([O-])=O.[K+].[K+].[F:27][C:28]([F:39])([F:38])[C:29]1[NH:30][C:31]2[CH:37]=[CH:36][CH:35]=[CH:34][C:32]=2[N:33]=1.O>CN(C=O)C>[CH2:19]([O:18][CH:12]([CH2:11][C:8]1[CH:9]=[CH:10][C:5]([O:4][CH2:3][CH2:2][N:30]2[C:31]3[CH:37]=[CH:36][CH:35]=[CH:34][C:32]=3[N:33]=[C:29]2[C:28]([F:27])([F:39])[F:38])=[CH:6][CH:7]=1)[C:13]([O:15][CH2:16][CH3:17])=[O:14])[CH3:20] |f:1.2.3|. Reported procedure: Ethyl 3-[4-(2-bromoethoxy)phenyl]-2-ethoxypropanoate (371 mg, 1 mmol) was dissolved in DMF (5 ml) and K2CO3 (552 mg, 4 mmol) was added followed by 2-trifluoromethyl benzimidazole (204 mg, 1.1 mmol). The reaction mixture was heated to 60° C. for 17 hrs. After the completion of the reaction, water was added and the product was extracted with Et2O. The product was purified by column chromatography on silica gel using ethyl acetate and hexanes as solvent (333 mg, 70%). The reactants are Oc1cc(F)ccc1Br, O=C([O-])[O-], CI, CN(C)C=O, [K+], [K+]. Yields the product COc1cc(F)ccc1Br. As a reaction SMILES: [Br:1][c:2]1[c:3]([OH:9])[cH:4][c:5]([F:8])[cH:6][cH:7]1.[C:12](=[O:13])([O-:14])[O-:15].[CH3:10][I:11].[CH3:18][N:19]([CH3:20])[CH:21]=[O:22].[K+:16].[K+:17]>>[Br:1][c:2]1[c:3]([O:9][CH3:12])[cH:4][c:5]([F:8])[cH:6][cH:7]1. Reactants: CC(C)(C)OC(=O)NC1(c2ccc(-c3c(-c4ccccc4)oc4c(Br)cccc4c3=O)cc2)CCC1, C=C[Sn](CCCC)(CCCC)CCCC, Cc1ccccc1, c1ccc(P(c2ccccc2)(c2ccccc2)[Pd](P(c2ccccc2)(c2ccccc2)c2ccccc2)(P(c2ccccc2)(c2ccccc2)c2ccccc2)P(c2ccccc2)(c2ccccc2)c2ccccc2)cc1. Product: C=Cc1cccc2c(=O)c(-c3ccc(C4(NC(=O)OC(C)(C)C)CCC4)cc3)c(-c3ccccc3)oc12. Reaction SMILES: [C:1]([CH3:2])([CH3:3])([CH3:4])[O:5][C:6]([NH:7][C:8]1([c:12]2[cH:13][cH:14][c:15](-[c:18]3[c:19](-[c:30]4[cH:31][cH:32][cH:33][cH:34][cH:35]4)[o:20][c:21]4[c:22]([Br:29])[cH:23][cH:24][cH:25][c:26]4[c:27]3=[O:28])[cH:16][cH:17]2)[CH2:9][CH2:10][CH2:11]1)=[O:36].[CH2:37]([CH2:38][CH2:50][CH3:51])[Sn:39]([CH2:40][CH2:41][CH2:42][CH3:43])([CH2:44][CH2:45][CH2:46][CH3:47])[CH:48]=[CH2:49].[CH3:52][c:53]1[cH:54][cH:55][cH:56][cH:57][cH:58]1.[cH:59]1[cH:60][cH:61][c:62]([P:63]([Pd:64]([P:65]([c:66]2[cH:67][cH:68][cH:69][cH:70][cH:71]2)([c:72]2[cH:73][cH:74][cH:75][cH:76][cH:77]2)[c:78]2[cH:79][cH:80][cH:81][cH:82][cH:83]2)([P:84]([c:85]2[cH:86][cH:87][cH:88][cH:89][cH:90]2)([c:91]2[cH:92][cH:93][cH:94][cH:95][cH:96]2)[c:97]2[cH:98][cH:99][cH:100][cH:101][cH:102]2)[P:103]([c:104]2[cH:105][cH:106][cH:107][cH:108][cH:109]2)([c:110]2[cH:111][cH:112][cH:113][cH:114][cH:115]2)[c:116]2[cH:117][cH:118][cH:119][cH:120][cH:121]2)([c:122]2[cH:123][cH:124][cH:125][cH:126][cH:127]2)[c:128]2[cH:129][cH:130][cH:131][cH:132][cH:133]2)[cH:134][cH:135]1>>[C:1]([CH3:2])([CH3:3])([CH3:4])[O:5][C:6]([NH:7][C:8]1([c:12]2[cH:13][cH:14][c:15](-[c:18]3[c:19](-[c:30]4[cH:31][cH:32][cH:33][cH:34][cH:35]4)[o:20][c:21]4[c:22]([CH:37]=[CH2:38])[cH:23][cH:24][cH:25][c:26]4[c:27]3=[O:28])[cH:16][cH:17]2)[CH2:9][CH2:10][CH2:11]1)=[O:36]. The reactants are B(F)(F)F.CCOCC (boron trifluoride diethyl etherate), BrC1=CC(=C(C=C1)Cl)CC1=CC=C(C=C1)OCCOC1CCC1 (4-bromo-1-chloro-2-(4-(2-cyclobutoxyethoxy)benzyl)benzene), [Li]CCCC (n-BuLi), C(C)[SiH](CC)CC (triethylsilane), C[Si](O[C@H]1C(O[C@@H]([C@H]([C@@H]1O[Si](C)(C)C)O[Si](C)(C)C)CO[Si](C)(C)C)=O)(C)C ((3R,4S,5R,6R)-3,4,5-tris(trimethylsilyloxy)-6-((trimethylsilyloxy)methyl)tetrahydro-2H-pyran-2-one), crude product. Solvent: C1(=CC=CC=C1)C.O1CCCC1 (toluene tetrahydrofuran), C1(=CC=CC=C1)C (toluene), C(C)#N.ClCCl (acetonitrile dichloromethane). Conditions: time 30 minute. Product: ClC1=C(C=C(C=C1)[C@@H]1O[C@@H]([C@H]([C@@H]([C@H]1O)O)O)CO)CC1=CC=C(C=C1)OCCOC1CCC1 ((2S,3R,4R,5S,6R)-2-(4-chloro-3-(4-(2-cyclobutoxyethoxy)benzyl)phenyl)-6-(hydroxymethyl)tetrahydro-2H-pyran-3,4,5-triol). The yield is 11.1%. As a reaction SMILES: Br[C:2]1[CH:7]=[CH:6][C:5]([Cl:8])=[C:4]([CH2:9][C:10]2[CH:15]=[CH:14][C:13]([O:16][CH2:17][CH2:18][O:19][CH:20]3[CH2:23][CH2:22][CH2:21]3)=[CH:12][CH:11]=2)[CH:3]=1.[Li]CCCC.C[Si](C)(C)[O:31][C@@H:32]1[C@@H:37]([O:38][Si](C)(C)C)[C@H:36]([O:43][Si](C)(C)C)[C@@H:35]([CH2:48][O:49][Si](C)(C)C)[O:34][C:33]1=O.C([SiH](CC)CC)C.B(F)(F)F.CCOCC>C1(C)C=CC=CC=1.O1CCCC1.C1(C)C=CC=CC=1.C(#N)C.ClCCl>[Cl:8][C:5]1[CH:6]=[CH:7][C:2]([C@H:33]2[C@H:32]([OH:31])[C@@H:37]([OH:38])[C@H:36]([OH:43])[C@@H:35]([CH2:48][OH:49])[O:34]2)=[CH:3][C:4]=1[CH2:9][C:10]1[CH:15]=[CH:14][C:13]([O:16][CH2:17][CH2:18][O:19][CH:20]2[CH2:23][CH2:22][CH2:21]2)=[CH:12][CH:11]=1 |f:4.5,6.7,9.10|. Procedure details: To a solution of 4-bromo-1-chloro-2-(4-(2-cyclobutoxyethoxy)benzyl)benzene (110 mg, 0.3 mmol) in anhydrous toluene/tetrahydrofuran (v/v=2/1, 2 mL) was added n-BuLi (0.17 mL, 2.5 M) dropwise at −78° C. The mixture was stirred for 30 min and then transferred to a solution of (3R,4S,5R,6R)-3,4,5-tris(trimethylsilyloxy)-6-((trimethylsilyloxy)methyl)tetrahydro-2H-pyran-2-one (195 mg, 0.4 mmol) in anhydrous toluene (1 mL) at −78° C. The mixture was stirred at −78° C. for 2 h until starting material wa... Reactants: C(C)(C)C1=NN(C(C2=CC(=C(C=C12)OC)OC)=O)CCCCl (1-[4-isopropyl-6,7-dimethoxy-1 (2H)-phthalazinone-2-yl]-3-chloro-propane), COC=1C=C(C=CC1OC)CCNC (3,4-dimethoxyphenylethyl-N-methyl-amine). Solvent: ClC1=CC=CC=C1 (chlorobenzene). Yields the product Cl.C(C)(C)C1=NN(C(C2=CC(=C(C=C12)OC)OC)=O)CCCN(CCC1=CC(=C(C=C1)OC)OC)C (1-[4-Isopropyl-6,7-dimethoxy-1(2H)-phthalazinone-2-yl]-3-[N-methyl-N-(2-(3,4-dimethoxy-phenyl)-ethyl)amino]-propane hydrochloride). As a reaction SMILES: [CH:1]([C:4]1[C:13]2[C:8](=[CH:9][C:10]([O:16][CH3:17])=[C:11]([O:14][CH3:15])[CH:12]=2)[C:7](=[O:18])[N:6]([CH2:19][CH2:20][CH2:21][Cl:22])[N:5]=1)([CH3:3])[CH3:2].[CH3:23][O:24][C:25]1[CH:26]=[C:27]([CH2:33][CH2:34][NH:35][CH3:36])[CH:28]=[CH:29][C:30]=1[O:31][CH3:32]>ClC1C=CC=CC=1>[ClH:22].[CH:1]([C:4]1[C:13]2[C:8](=[CH:9][C:10]([O:16][CH3:17])=[C:11]([O:14][CH3:15])[CH:12]=2)[C:7](=[O:18])[N:6]([CH2:19][CH2:20][CH2:21][N:35]([CH3:36])[CH2:34][CH2:33][C:27]2[CH:28]=[CH:29][C:30]([O:31][CH3:32])=[C:25]([O:24][CH3:23])[CH:26]=2)[N:5]=1)([CH3:3])[CH3:2] |f:3.4|. Procedure details: 1-[4-Isopropyl-6,7-dimethoxy-1(2H)-phthalazinone-2-yl]-3-[N-methyl-N-(2-(3,4-dimethoxy-phenyl)-ethyl)amino]-propane hydrochloride was prepared analogous to Example 1(b) by reaction of 1-[4-isopropyl-6,7-dimethoxy-1 (2H)-phthalazinone-2-yl]-3-chloro-propane with 3,4-dimethoxyphenylethyl-N-methyl-amine in chlorobenzene. M.p.: 179 - 180° C.